This data is from the Open Reaction Database (ORD), a public repository of structured organic reaction records. The task is: describe an organic reaction: reactants, conditions, products, and yield The reactants are ClC=1C=C(C=CC1F)NC=1C2=C(N=CN1)NC(C2)=O (4-(3-chloro-4-fluoro-phenylamino)-5,7-dihydro-pyrrolo[2,3-d]pyrimidin-6-one), CC1=C(NC(=C1)CCC(=O)N1CCN(CC1)C)C=O (3-methyl-5-[3-(4-methyl-piperazin-1-yl)-3-oxo-propyl]-1H-pyrrole-2-carbaldehyde). The reagents and catalysts are N1CCCCC1 (piperidine). Run in C(C)O (ethanol). Conditions: temperature 65 celsius, time 2 hour. Yields the product ClC=1C=C(C=CC1F)NC=1C2=C(N=CN1)NC(C2=CC=2NC(=CC2C)CCC(=O)N2CCN(CC2)C)=O (4-(3-Chloro-4-fluoro-phenylamino)-5-{3-methyl-5-[3-(4-methyl-piperazin-1-yl)-3-oxo-propyl]-1H-pyrrol-2-ylmethylene}-5,7-dihydro-pyrrolo[2,3-D]pyrimidin-6-one). The yield is 67.9%. RXN SMILES: [Cl:1][C:2]1[CH:3]=[C:4]([NH:9][C:10]2[C:11]3[CH2:18][C:17](=[O:19])[NH:16][C:12]=3[N:13]=[CH:14][N:15]=2)[CH:5]=[CH:6][C:7]=1[F:8].[CH3:20][C:21]1[CH:25]=[C:24]([CH2:26][CH2:27][C:28]([N:30]2[CH2:35][CH2:34][N:33]([CH3:36])[CH2:32][CH2:31]2)=[O:29])[NH:23][C:22]=1[CH:37]=O>N1CCCCC1.C(O)C>[Cl:1][C:2]1[CH:3]=[C:4]([NH:9][C:10]2[C:11]3[C:18](=[CH:37][C:22]4[NH:23][C:24]([CH2:26][CH2:27][C:28]([N:30]5[CH2:31][CH2:32][N:33]([CH3:36])[CH2:34][CH2:35]5)=[O:29])=[CH:25][C:21]=4[CH3:20])[C:17](=[O:19])[NH:16][C:12]=3[N:13]=[CH:14][N:15]=2)[CH:5]=[CH:6][C:7]=1[F:8]. Procedure details: A mixture of 4-(3-chloro-4-fluoro-phenylamino)-5,7-dihydro-pyrrolo[2,3-d]pyrimidin-6-one (70 mg, 0.25 mmol), 3-methyl-5-[3-(4-methyl-piperazin-1-yl)-3-oxo-propyl]-1H-pyrrole-2-carbaldehyde (79 mg, 0.3 mmol) and piperidine (3 drops) in ethanol (2 mL) was stirred in an oil bath at 65° C. for 2 hours. The reaction was cooled at room temperature for overnight. The precipitate was collected by vacuum filtration, washed with ethanol (5×) and dried to give 88.9 mg (68%) of the title compound. 1H NMR (3...